This data is from the Open Reaction Database (ORD), a public repository of structured organic reaction records. The task is: describe an organic reaction: reactants, conditions, products, and yield Reactants: COC(=O)c1cccc(Br)c1, O=C([O-])[O-], Cc1ccccc1, [Cs+], [Cs+], Nc1ccccc1. Product: COC(=O)c1cccc(Nc2ccccc2)c1. RXN SMILES: [Br:1][c:2]1[cH:3][c:4]([C:5](=[O:6])[O:7][CH3:8])[cH:9][cH:10][cH:11]1.[C:19](=[O:20])([O-:21])[O-:22].[CH3:25][c:26]1[cH:27][cH:28][cH:29][cH:30][cH:31]1.[Cs+:23].[Cs+:24].[NH2:12][c:13]1[cH:14][cH:15][cH:16][cH:17][cH:18]1>>[c:2]1([NH:12][c:13]2[cH:14][cH:15][cH:16][cH:17][cH:18]2)[cH:3][c:4]([C:5](=[O:6])[O:7][CH3:8])[cH:9][cH:10][cH:11]1. Starting materials: diamino, C(C)(=O)OC(C)=O (acetic anhydride), NC1=C(C=C(C(=C1)C)C)O (2-amino-4,5-dimethylphenol), Cl.CC=1C=C(C2=C(NC(N2)=S)C1C)OCC(CNC(C)(C)C)O (6,7-dimethyl-4-(2-hydroxy-3-tert.-butylaminopropoxy)-2-benzimidazoline-thione hydrochloride). Solvent: C(C)(=O)OCC.N1=CC=CC=C1 (ethyl acetate pyridine). The product is C(C)(=O)NC1=C(C=C(C(=C1)C)C)OC(C)=O (2-acetamido-1-acetoxy-4,5-dimethylbenzene). RXN SMILES: [NH2:1][C:2]1[CH:7]=[C:6]([CH3:8])[C:5]([CH3:9])=[CH:4][C:3]=1[OH:10].Cl.CC1[CH:14]=[C:15]([O:24]CC(O)CNC(C)(C)C)C2NC(=S)NC=2C=1C.[C:34](OC(=O)C)(=[O:36])[CH3:35]>C(OCC)(=O)C.N1C=CC=CC=1>[C:15]([NH:1][C:2]1[CH:7]=[C:6]([CH3:8])[C:5]([CH3:9])=[CH:4][C:3]=1[O:10][C:34](=[O:36])[CH3:35])(=[O:24])[CH3:14] |f:1.2,4.5|. Procedure: The diamino compound required as intermediate is synthesised in the following manner from 2-amino-4,5-dimethylphenol (see E. Diepolder, Chem. Ber., 42, 2916/1909). This phenol compound is acetylated with acetic anhydride in ethyl acetate/pyridine to give 2-acetamido-1-acetoxy-4,5-dimethylbenzene (m.p. 156°-158° C.) which is nitrated in acetic anhydride with 100% nitric acid in acetic anhydride at 20° C. From the nitration mixture there is isolated, in 43% yield, 2-acetamido-1-acetoxy-4,5-dimethy...